From a dataset of the Open Reaction Database (ORD), a public repository of structured organic reaction records. describe an organic reaction: reactants, conditions, products, and yield Reactants: O=[N+]([O-])c1ccc(F)c(Br)c1, C1COCCN1, CC#N. The product is O=[N+]([O-])c1ccc(N2CCOCC2)c(Br)c1. RXN SMILES: [Br:7][c:8]1[c:9]([F:17])[cH:10][cH:11][c:12]([N+:14](=[O:15])[O-:16])[cH:13]1.[CH2:1]1[CH2:2][O:3][CH2:4][CH2:5][NH:6]1.[CH3:18][C:19]#[N:20]>>[CH2:1]1[CH2:2][O:3][CH2:4][CH2:5][N:6]1[c:9]1[c:8]([Br:7])[cH:13][c:12]([N+:14](=[O:15])[O-:16])[cH:11][cH:10]1. Reactants: CO, O=Cc1cccc(Cl)c1Cl, Cl, [Na+], [OH-], CC(=O)c1cccc(O)c1. Yields the product O=C(C=Cc1cccc(Cl)c1Cl)c1cccc(O)c1. Reaction SMILES: [CH3:24][OH:25].[Cl:11][c:12]1[c:13]([CH:14]=[O:15])[cH:16][cH:17][cH:18][c:19]1[Cl:20].[ClH:23].[Na+:22].[OH-:21].[OH:1][c:2]1[cH:3][c:4]([C:8]([CH3:9])=[O:10])[cH:5][cH:6][cH:7]1>>[OH:1][c:2]1[cH:3][c:4]([C:8]([CH:9]=[CH:14][c:13]2[c:12]([Cl:11])[c:19]([Cl:20])[cH:18][cH:17][cH:16]2)=[O:10])[cH:5][cH:6][cH:7]1.